Dataset: the Open Reaction Database (ORD), a public repository of structured organic reaction records. Task: describe an organic reaction: reactants, conditions, products, and yield The reactants are CCOC(=O)C1C(=O)N(CC)c2ccc(C3(C)OCCO3)cc21, ClCCl, Cl, Nc1ccc(F)cc1F, c1ccccc1. The product is CCN1C(=O)C(C(=O)Nc2ccc(F)cc2F)c2cc(C3(C)OCCO3)ccc21. Reaction SMILES: [CH2:1]([CH3:2])[N:3]1[C:4](=[O:23])[CH:5]([C:18]([O:20][CH2:19][CH3:21])=[O:22])[c:6]2[cH:7][c:8]([C:12]3([CH3:17])[O:13][CH2:14][CH2:15][O:16]3)[cH:9][cH:10][c:11]21.[CH2:34]([Cl:35])[Cl:36].[ClH:33].[F:24][c:25]1[c:26]([NH2:27])[cH:28][cH:29][c:30]([F:32])[cH:31]1.[cH:37]1[cH:38][cH:39][cH:40][cH:41][cH:42]1>>[CH2:1]([CH3:2])[N:3]1[C:4](=[O:23])[CH:5]([C:18](=[O:20])[NH:27][c:26]2[c:25]([F:24])[cH:31][c:30]([F:32])[cH:29][cH:28]2)[c:6]2[cH:7][c:8]([C:12]3([CH3:17])[O:13][CH2:14][CH2:15][O:16]3)[cH:9][cH:10][c:11]21. Starting materials: OCC(CCCC=C)(CCCC=C)C (6-hydroxymethyl-6-methyl-1,10-undecadiene), C(C)(=O)O (acetic acid). Reagents/catalysts: [O-]S(=O)(=O)C(F)(F)F.[Sc+3].[O-]S(=O)(=O)C(F)(F)F.[O-]S(=O)(=O)C(F)(F)F (scandium (III) triflate). Solvent: O (water). Run at time 10 minute. Product: C(C)(=O)OCC(CCCC=C)(CCCC=C)C (6-acetoxymethyl-6-methyl-1,10-undecadiene). The yield is 82.1%. RXN SMILES: [OH:1][CH2:2][C:3]([CH3:14])([CH2:9][CH2:10][CH2:11][CH:12]=[CH2:13])[CH2:4][CH2:5][CH2:6][CH:7]=[CH2:8].[C:15](O)(=[O:17])[CH3:16]>O.[O-]S(C(F)(F)F)(=O)=O.[Sc+3].[O-]S(C(F)(F)F)(=O)=O.[O-]S(C(F)(F)F)(=O)=O>[C:15]([O:1][CH2:2][C:3]([CH3:14])([CH2:9][CH2:10][CH2:11][CH:12]=[CH2:13])[CH2:4][CH2:5][CH2:6][CH:7]=[CH2:8])(=[O:17])[CH3:16] |f:3.4.5.6|. Procedure details: Into a 100 mL round-bottom flask equipped with a magnetic spin bar and a glass stopper was added 6-hydroxymethyl-6-methyl-1,10-undecadiene (9.41 g, 48 mmol), glacial acetic acid (60.1 g, 1.0 mol) and scandium (III) triflate (1.23 g, 2.5 mmol). The mixture was stirred at ambient temperature for approximately 10 minutes and a colorless solution was obtained. The reaction mixture was stirred for an additional 24 hours at ambient temperature. The reaction mixture was then transferred into a 500 mL s... The reactants are COc1cc(-c2noc(C)n2)c(C(=O)c2ccccc2)cc1OCc1ccccc1, ClCCl, CCOC(C)=O, [Cl-], [Cl-], [Cl-], [Cl-], Cl, [Ti+4]. Yields the product COc1cc(-c2noc(C)n2)c(C(=O)c2ccccc2)cc1O. RXN SMILES: [CH2:1]([c:2]1[cH:3][cH:4][cH:5][cH:6][cH:7]1)[O:8][c:9]1[c:10]([O:29][CH3:30])[cH:11][c:12](-[c:23]2[n:24][o:25][c:26]([CH3:28])[n:27]2)[c:13]([C:15](=[O:16])[c:17]2[cH:18][cH:19][cH:20][cH:21][cH:22]2)[cH:14]1.[CH2:31]([Cl:32])[Cl:33].[CH3:40][CH2:41][O:42][C:43](=[O:44])[CH3:45].[Cl-:35].[Cl-:37].[Cl-:38].[Cl-:39].[ClH:34].[Ti+4:36]>>[OH:8][c:9]1[c:10]([O:29][CH3:30])[cH:11][c:12](-[c:23]2[n:24][o:25][c:26]([CH3:28])[n:27]2)[c:13]([C:15](=[O:16])[c:17]2[cH:18][cH:19][cH:20][cH:21][cH:22]2)[cH:14]1. The reactants are COC=1C=C(C=C(C1OCCC)N)[C@@H]1S[C@H](CC1)C1=CC(=C(C(=C1)OC)OC)OC (trans-2-(3-Methoxy-4-propoxy-5-aminophenyl)-5-(3,4,5-trimethoxyphenyl)-tetrahydrothiophene), C([O-])([O-])=O.[K+].[K+] (potassium carbonate), C(C1=CC=CC=C1)Br (benzyl bromide). Solvent: CN(C)C=O (DMF). Conditions: time 20 hour. Product: COC=1C=C(C=C(C1OCCC)NCC1=CC=CC=C1)[C@@H]1S[C@H](CC1)C1=CC(=C(C(=C1)OC)OC)OC (trans-2-(3-Methoxy-4propoxy-5-benzylaminophenyl)-5-(3,4,5-trimethoxyphenyl)-tetrahydrothiophene). RXN SMILES: [CH3:1][O:2][C:3]1[CH:4]=[C:5]([C@H:14]2[CH2:18][CH2:17][C@H:16]([C:19]3[CH:24]=[C:23]([O:25][CH3:26])[C:22]([O:27][CH3:28])=[C:21]([O:29][CH3:30])[CH:20]=3)[S:15]2)[CH:6]=[C:7]([NH2:13])[C:8]=1[O:9][CH2:10][CH2:11][CH3:12].C(=O)([O-])[O-].[K+].[K+].[CH2:37](Br)[C:38]1[CH:43]=[CH:42][CH:41]=[CH:40][CH:39]=1>CN(C=O)C>[CH3:1][O:2][C:3]1[CH:4]=[C:5]([C@H:14]2[CH2:18][CH2:17][C@H:16]([C:19]3[CH:20]=[C:21]([O:29][CH3:30])[C:22]([O:27][CH3:28])=[C:23]([O:25][CH3:26])[CH:24]=3)[S:15]2)[CH:6]=[C:7]([NH:13][CH2:37][C:38]2[CH:43]=[CH:42][CH:41]=[CH:40][CH:39]=2)[C:8]=1[O:9][CH2:10][CH2:11][CH3:12] |f:1.2.3|. Procedure: trans-2-(3-Methoxy-4-propoxy-5-aminophenyl)-5-(3,4,5-trimethoxyphenyl)-tetrahydrothiophene (10 mg, 0.023 mmole) and potassium carbonate (0.2 g) were suspended in 1 mL DMF. To this mixture was added benzyl bromide (39.50 mg, 0.23 mmole). The mixture was stirred at room temperature for 20 hours, quenched with water, and then extracted with dichloromethane. The organic layer was dried over MgSO4, filtered and evaporated in vacuo to an oil that was purified by column chromatography using hexane/ethy... Starting materials: CO (methanol), C(CCC)OC1=C(C=C(C(=C1)Cl)OCCCC)[N+](=O)[O-] (2,5-dibutoxy-4-chloronitrobenzene), CO (methanol), 21.5, CC1=CC=C(C=C1)S (p-thiocresol), C[O-].[Na+] (sodium methylate). Solvent: O (water). Reaction conditions: temperature 50 celsius, time 1 hour. The product is 58.5, C1(=CC=C(C=C1)SC=1C(=C(C=C(C1)OCCCC)[N+](=O)[O-])OCCCC)C (4-tolylthio-2,5-dibutoxynitrobenzene). As a reaction SMILES: CO.[CH2:3]([O:7][C:8]1[CH:13]=[C:12](Cl)[C:11]([O:15][CH2:16][CH2:17][CH2:18][CH3:19])=[CH:10][C:9]=1[N+:20]([O-:22])=[O:21])[CH2:4][CH2:5][CH3:6].[CH3:23][C:24]1[CH:29]=[CH:28][C:27]([SH:30])=[CH:26][CH:25]=1.C[O-].[Na+]>O>[C:24]1([CH3:23])[CH:29]=[CH:28][C:27]([S:30][C:13]2[C:8]([O:7][CH2:3][CH2:4][CH2:5][CH3:6])=[C:9]([N+:20]([O-:22])=[O:21])[CH:10]=[C:11]([O:15][CH2:16][CH2:17][CH2:18][CH3:19])[CH:12]=2)=[CH:26][CH:25]=1 |f:3.4|. Reported procedure: To 110 parts of methanol was added 51 parts of 2,5-dibutoxy-4-chloronitrobenzene, and the mixture was warmed to 50° C. A methanol (50 parts) solution of 21.5 parts of p-thiocresol and 9.8 parts of sodium methylate was added dropwise thereto over a period of about one hour to carry out a reaction therebetween. After completion of the dropwise addition, the reaction was further continued under reflux for 5 hours. After completion of the reaction, 85 parts of water was added to the reaction mixture...